This data is from the Open Reaction Database (ORD), a public repository of structured organic reaction records. The task is: describe an organic reaction: reactants, conditions, products, and yield Reactants: CC(C)(C)OC(=O)N(Cc1ccccc1F)c1ccc(C(=O)c2c[nH]c3ncc(Cl)cc23)cn1, O=C([O-])[O-], ClCCl, [K+], [K+], O=C(O)C(F)(F)F. The product is O=C(c1ccc(NCc2ccccc2F)nc1)c1c[nH]c2ncc(Cl)cc12. RXN SMILES: [C:1]([O:2][C:3](=[O:4])[N:7]([CH2:8][c:9]1[c:10]([F:15])[cH:11][cH:12][cH:13][cH:14]1)[c:16]1[n:17][cH:18][c:19]([C:22](=[O:23])[c:24]2[cH:25][nH:26][c:27]3[n:28][cH:29][c:30]([Cl:33])[cH:31][c:32]23)[cH:20][cH:21]1)([CH3:5])([CH3:6])[CH3:34].[C:42](=[O:43])([O-:44])[O-:45].[Cl:48][CH2:49][Cl:50].[K+:46].[K+:47].[OH:35][C:36]([C:37]([F:38])([F:39])[F:40])=[O:41]>>[NH:7]([CH2:8][c:9]1[c:10]([F:15])[cH:11][cH:12][cH:13][cH:14]1)[c:16]1[n:17][cH:18][c:19]([C:22](=[O:23])[c:24]2[cH:25][nH:26][c:27]3[n:28][cH:29][c:30]([Cl:33])[cH:31][c:32]23)[cH:20][cH:21]1. The reactants are COC(=O)C1=CC=C2C=CN(C2=C1)C(=O)OC(C)(C)C (indole-1,6-dicarboxylic acid 1-tert-butyl ester 6-methyl ester), COC(=O)C1=CC=C2C=C(N(C2=C1)C(=O)O)C=1C2=C(N(N1)C(=O)OC(C)(C)C)C=CS2 (2-(1-tert-butoxycarbonyl-1H-thieno[3,2-c]pyrazol-3-yl)-indole-1,6-dicarboxylic acid 6-methyl ester), COC(=O)C1=CC=C2C=C(N(C2=C1)C(=O)OC(C)(C)C)C=1C2=C(N(N1)C(=O)OC(C)(C)C)C=CS2 (2-(1-tert-butoxycarbonyl-1H-thieno[3,2-c]pyrazol-3-yl)-indole-1,6-dicarboxylic acid 1-tert-butyl ester 6-methyl ester), C([O-])([O-])=O.[K+].[K+] (potassium carbonate), ( 1H ), ( 1H ), ( 1H ), ( 1H ), COC(=O)C1=CC=C2C=C(N(C2=C1)C(=O)OC(C)(C)C)C=1C2=C(N(N1)C(=O)OC(C)(C)C)C=CS2 (2-(1-tert-butoxycarbonyl-1H-thieno[3,2-c]pyrazol-3-yl)-indole-1,6-dicarboxylic acid 1-tert-butyl ester 6-methyl ester), COC(=O)C1=CC=C2C=C(N(C2=C1)C(=O)OC(C)(C)C)C=1C2=C(N(N1)C(=O)OC(C)(C)C)C=CS2 (2-(1-tert-butoxycarbonyl-1H-thieno[3,2-c]pyrazol-3-yl)-indole-1,6-dicarboxylic acid 1-tert-butyl ester 6-methyl ester). Solvent: C(C)(=O)OCC (ethyl acetate), CO.O1CCCC1.O (methanol tetrahydrofuran water). Conditions: time 8 hour. Yields the product COC(=O)C1=CC=C2C=C(NC2=C1)C=1C2=C(NN1)C=CS2 (2-(1H-thieno[3,2-c]pyrazol-3-yl)-1H-indole-6-carboxylic acid methyl ester). Reaction SMILES: COC(C1C=C2C(C=CN2C(OC(C)(C)C)=O)=CC=1)=O.[CH3:21][O:22][C:23]([C:25]1[CH:33]=[C:32]2[C:28]([CH:29]=[C:30]([C:37]3[C:38]4[S:51][CH:50]=[CH:49][C:39]=4[N:40](C(OC(C)(C)C)=O)[N:41]=3)[N:31]2C(O)=O)=[CH:27][CH:26]=1)=[O:24].COC(C1C=C2C(C=C(C3C4SC=CC=4N(C(OC(C)(C)C)=O)N=3)N2C(OC(C)(C)C)=O)=CC=1)=O.C(=O)([O-])[O-].[K+].[K+]>CO.O1CCCC1.O.C(OCC)(=O)C>[CH3:21][O:22][C:23]([C:25]1[CH:33]=[C:32]2[C:28]([CH:29]=[C:30]([C:37]3[C:38]4[S:51][CH:50]=[CH:49][C:39]=4[NH:40][N:41]=3)[NH:31]2)=[CH:27][CH:26]=1)=[O:24] |f:3.4.5,6.7.8|. Procedure: To a solution of 1H-Indole-6-carboxylic acid methyl ester [26.65 g, 146 mmol, Intermediate (33)] and 4-(dimethylamino)pyridine (230 mg) in anhydrous tetrahydrofuran (490 mL) is added di-tert-butyl-dicarbonate (1M in tetrahydrofuran, 150 mL) drop wise over 40 minute periods. Stirred at room temperature for 100 minutes. The solvent is removed in vacuo and the mixture is redissolved in ethyl acetate (400 mL). The ethyl acetate layer is washed with water (20 mL), 0.5 N hydrochloric acid (20 mL), 10%... Reactants: FC(CN1C(NC(C2=CC(=CC=C12)Cl)C1=CC=CC=C1)=S)(F)F (1-(2,2,2-trifluoroethyl)-4-phenyl-6-chloro-3,4-dihydro-2(1H)-quinazolinethione), O1CCOCC1 (dioxane), [K] (potassium). Reagents/catalysts: C(=O)O (formic acid). Run in O (water). Run at time 2 hour. Yields the product FC(CN1C(N=C(C2=CC(=CC=C12)Cl)C1=CC=CC=C1)=O)(F)F (1-(2,2,2-trifluoroethyl)-4-phenyl-6-chloro-2(1H)-quinazolinone). Reaction SMILES: [F:1][C:2]([F:23])([F:22])[CH2:3][N:4]1[C:13]2[C:8](=[CH:9][C:10]([Cl:14])=[CH:11][CH:12]=2)[CH:7]([C:15]2[CH:20]=[CH:19][CH:18]=[CH:17][CH:16]=2)[NH:6][C:5]1=S.[O:24]1CCOCC1.[K]>C(O)=O.O>[F:1][C:2]([F:23])([F:22])[CH2:3][N:4]1[C:13]2[C:8](=[CH:9][C:10]([Cl:14])=[CH:11][CH:12]=2)[C:7]([C:15]2[CH:20]=[CH:19][CH:18]=[CH:17][CH:16]=2)=[N:6][C:5]1=[O:24] |^1:29|. Reported procedure: To a solution of 1.5 g of 1-(2,2,2-trifluoroethyl)-4-phenyl-6-chloro-3,4-dihydro-2(1H)-quinazolinethione in 50 ml. of dioxane was added dropwise a solution of 3 g of potassium permangenate in 20 ml. of water. The mixture was stirred at room temperature for 2 hours and then a few drops of formic acid was added. The resultant brown precipitate was filtered off and washed with chloroform. The filtrate was concentrated under reduced pressure and the residue was dissolved in 30 ml. of chloroform. The... Starting materials: ClC=1C(=C(C=C(C2CO2)C1)OCC1=CC=CC=C1)OCC1=CC=CC=C1 (5-chloro-3,4-dibenzyloxystyrene oxide), C1(CC1)CN (cyclopropylmethylamine). The product is ClC=1C(=C(C=C(C(CNCC2CC2)O)C1)O)O (5-chloro-α-(cyclopropylmethylaminomethyl)-3,4-dihydroxybenzyl alcohol). Reaction SMILES: [Cl:1][C:2]1[C:3]([O:19]CC2C=CC=CC=2)=[C:4]([O:11]CC2C=CC=CC=2)[CH:5]=[C:6]([CH:10]=1)[CH:7]1[O:9][CH2:8]1.[CH:27]1([CH2:30][NH2:31])[CH2:29][CH2:28]1>>[Cl:1][C:2]1[C:3]([OH:19])=[C:4]([OH:11])[CH:5]=[C:6]([CH:10]=1)[CH:7]([OH:9])[CH2:8][NH:31][CH2:30][CH:27]1[CH2:29][CH2:28]1. Procedure details: By reacting 5-chloro-3,4-dibenzyloxystyrene oxide with cyclopropylmethylamine followed by hydrogenation there is obtained 5-chloro-α-(cyclopropylmethylaminomethyl)-3,4-dihydroxybenzyl alcohol. The reactants are C1=CC=CC=C1 (benzene), C(C)(=O)[O-].[NH4+] (ammonium acetate), C(\C=C(/C)\CCC=C(C)C)CC(C)=O (geranyl acetone), C(#N)CC(=O)OCC (ethyl cyanoacetate). Solvent: C(C)(=O)O (acetic acid). Conditions: time 1 hour. Yields the product C(#N)C(C(=O)OCC)C(CC\C=C(\CCC=C(C)C)/C)C (Ethyl (E)-2-cyano-3,7,11-trimethyl-6,10-dodecadienoate). Reaction SMILES: C1C=CC=CC=1.[CH2:7]([CH2:17][C:18](=O)[CH3:19])/[CH:8]=[C:9](/[CH2:11][CH2:12][CH:13]=[C:14]([CH3:16])[CH3:15])\[CH3:10].[C:21]([CH2:23][C:24]([O:26][CH2:27][CH3:28])=[O:25])#[N:22].C([O-])(=O)C.[NH4+]>C(O)(=O)C>[C:21]([CH:23]([CH:18]([CH3:19])[CH2:17][CH2:7]/[CH:8]=[C:9](\[CH3:10])/[CH2:11][CH2:12][CH:13]=[C:14]([CH3:16])[CH3:15])[C:24]([O:26][CH2:27][CH3:28])=[O:25])#[N:22] |f:3.4|. Procedure details: In 200 ml. of benzene was dissolved 50 g. of geranyl acetone, and then 42 g. of ethyl cyanoacetate, 6 g. of ammonium acetate and 6 g. of acetic acid were added to the solution. The mixture was then refluxed for 8 hours while removing the produced water. The reaction mixture was washed with water and dried. To this was added dropwise a solution of 5.7 g. of sodium borohydride in 40 ml. of ethanol, under stirring and at 10°-20° C. The stirring was continued for 1 hour. Then, 60 ml. of 10% acetic a... Starting materials: C(CCCCO)CCC/C=C/CCCCCC(=O)O (ambrettolic acid), [OH-].[K+] (potassium hydroxide), glycerine polyester, polyesters. Conditions: temperature 180 celsius. Product: C1CCCCOC(=O)CCCCC/C=C\CCC1 (ambrettolide). Reaction SMILES: [CH2:1]([CH2:7][CH2:8][CH2:9]/[CH:10]=[CH:11]/[CH2:12][CH2:13][CH2:14][CH2:15][CH2:16][C:17]([OH:19])=[O:18])[CH2:2][CH2:3][CH2:4][CH2:5]O.[OH-].[K+]>>[CH2:1]1[CH2:7][CH2:8][CH2:9][CH:10]=[CH:11][CH2:12][CH2:13][CH2:14][CH2:15][CH2:16][C:17](=[O:18])[O:19][CH2:5][CH2:4][CH2:3][CH2:2]1 |f:1.2|. Reported procedure: Alternatively, the ester may be saponified to obtain the ambrettolic acid. The crude ambrettolic acid obtained by saponification was transformed into its glycerine polyester by heating under a slight vacuum at 180° C. for a period of 4 to 5 hours. The resulting polyesters were then depolymerized in the presence of a mineral base, potassium hydroxide, to give ambrettolide which was distilled off by azeotropic distillation using glycerine. After fractionation, 43 g of cis-oxacyclopheptadec-12-en-2... The reactants are O=C(c1ncc(Br)cn1)N1CCN(S(=O)(=O)c2cc3cc(Cl)ccc3[nH]2)CC1, COCCOC, CO, [Cs+], [F-], [Pd], c1ccc(P(c2ccccc2)c2ccccc2)cc1, c1ccc(P(c2ccccc2)c2ccccc2)cc1, c1ccc(P(c2ccccc2)c2ccccc2)cc1, c1ccc(P(c2ccccc2)c2ccccc2)cc1, OB(O)Oc1ccncc1. Product: O=C(c1ncc(-c2ccncc2)cn1)N1CCN(S(=O)(=O)c2cc3cc(Cl)ccc3[nH]2)CC1. RXN SMILES: [Br:7][c:8]1[cH:9][n:10][c:11]([C:14](=[O:15])[N:16]2[CH2:17][CH2:18][N:19]([S:22](=[O:23])(=[O:24])[c:25]3[nH:26][c:27]4[cH:28][cH:29][c:30]([Cl:34])[cH:31][c:32]4[cH:33]3)[CH2:20][CH2:21]2)[n:12][cH:13]1.[CH2:1]([CH2:2][O:3][CH3:4])[O:5][CH3:6].[CH3:124][OH:125].[Cs+:46].[F-:45].[Pd:47].[c:105]1([P:106]([c:107]2[cH:108][cH:109][cH:110][cH:111][cH:112]2)[c:113]2[cH:114][cH:115][cH:116][cH:117][cH:118]2)[cH:119][cH:120][cH:121][cH:122][cH:123]1.[c:48]1([P:49]([c:50]2[cH:51][cH:52][cH:53][cH:54][cH:55]2)[c:56]2[cH:57][cH:58][cH:59][cH:60][cH:61]2)[cH:62][cH:63][cH:64][cH:65][cH:66]1.[c:67]1([P:68]([c:69]2[cH:70][cH:71][cH:72][cH:73][cH:74]2)[c:75]2[cH:76][cH:77][cH:78][cH:79][cH:80]2)[cH:81][cH:82][cH:83][cH:84][cH:85]1.[c:86]1([P:87]([c:88]2[cH:89][cH:90][cH:91][cH:92][cH:93]2)[c:94]2[cH:95][cH:96][cH:97][cH:98][cH:99]2)[cH:100][cH:101][cH:102][cH:103][cH:104]1.[n:35]1[cH:36][cH:37][c:38]([O:41][B:42]([OH:43])[OH:44])[cH:39][cH:40]1>>[c:8]1(-[c:38]2[cH:37][cH:36][n:35][cH:40][cH:39]2)[cH:9][n:10][c:11]([C:14](=[O:15])[N:16]2[CH2:17][CH2:18][N:19]([S:22](=[O:23])(=[O:24])[c:25]3[nH:26][c:27]4[cH:28][cH:29][c:30]([Cl:34])[cH:31][c:32]4[cH:33]3)[CH2:20][CH2:21]2)[n:12][cH:13]1. Starting materials: C(C)(=O)NC1=CC=C(C=N1)C#CC=1C=C(C(=O)O)C=CC1C (3-{[6-(acetylamino)pyridin-3-yl]ethynyl}-4-methylbenzoic acid), CN1CCN(CC1)CC1=C(C=C(N)C=C1)[Si](C)(C)C (4-[(4-methylpiperazin-1-yl)methyl]-3-(trimethylsilyl)aniline). Yields the product C(C)(=O)NC1=CC=C(C=N1)C#CC=1C=C(C(=O)NC2=CC(=C(C=C2)CN2CCN(CC2)C)[Si](C)(C)C)C=CC1C (3-{[6-(acetylamino)pyridin-3-yl]ethynyl}-4-methyl-N-{4-[(4-methylpiperazin-1-yl)methyl]-3-(trimethylsilyl)phenyl}benzamide). As a reaction SMILES: [C:1]([NH:4][C:5]1[N:10]=[CH:9][C:8]([C:11]#[C:12][C:13]2[CH:14]=[C:15]([CH:19]=[CH:20][C:21]=2[CH3:22])[C:16]([OH:18])=O)=[CH:7][CH:6]=1)(=[O:3])[CH3:2].[CH3:23][N:24]1[CH2:29][CH2:28][N:27]([CH2:30][C:31]2[CH:37]=[CH:36][C:34]([NH2:35])=[CH:33][C:32]=2[Si:38]([CH3:41])([CH3:40])[CH3:39])[CH2:26][CH2:25]1>>[C:1]([NH:4][C:5]1[N:10]=[CH:9][C:8]([C:11]#[C:12][C:13]2[CH:14]=[C:15]([CH:19]=[CH:20][C:21]=2[CH3:22])[C:16]([NH:35][C:34]2[CH:36]=[CH:37][C:31]([CH2:30][N:27]3[CH2:26][CH2:25][N:24]([CH3:23])[CH2:29][CH2:28]3)=[C:32]([Si:38]([CH3:39])([CH3:41])[CH3:40])[CH:33]=2)=[O:18])=[CH:7][CH:6]=1)(=[O:3])[CH3:2]. Procedure: This compound can be made in a similar way described in alternative synthesis of example 1 using 3-{[6-(acetylamino)pyridin-3-yl]ethynyl}-4-methylbenzoic acid and 4-[(4-methylpiperazin-1-yl)methyl]-3-(trimethylsilyl)aniline. Reactants: COc3ccc2cc(c1ccccc1)ccc2c3 (substrate), C[Mg]Br (effective_coupling_partner). The reagents and catalysts are PCy3. Reaction conditions: temperature 80 celsius, time 20 minute. The product is Cc3ccc2cc(c1ccccc1)ccc2c3. Reactants: I, COc1ccc(C(=O)CCC(=O)O)cc1, O. Yields the product O=C(O)CCC(=O)c1ccc(O)cc1. RXN SMILES: [I:17].[O:1]([CH3:2])[c:3]1[cH:4][cH:5][c:6]([C:7](=[O:8])[CH2:9][CH2:10][C:11](=[O:12])[OH:13])[cH:14][cH:15]1.[OH2:16]>>[OH:1][c:3]1[cH:4][cH:5][c:6]([C:7](=[O:8])[CH2:9][CH2:10][C:11](=[O:12])[OH:13])[cH:14][cH:15]1.